From a dataset of the Open Reaction Database (ORD), a public repository of structured organic reaction records. describe an organic reaction: reactants, conditions, products, and yield Starting materials: CC1=CC=2C(C3=CC=CC(=C3C(C2C=C1C)=O)NO)=O (2,3-dimethyl-5-hydroxylaminoanthraquinone), CO (methyl alcohol), COCCO (ethyleneglycol monomethyl ether), Cl (hydrochloric acid). The reagents and catalysts are [Zn] (zinc). Solvent: O (water). Conditions: temperature 75 celsius. Yields the product 43.6, CC1=CC=2C(C3=CC=CC(=C3C(C2C=C1C)=O)N)=O (2,3-dimethyl-5-aminoanthraquinone). Reaction SMILES: [CH3:1][C:2]1[C:15]([CH3:16])=[CH:14][C:13]2[C:12](=[O:17])[C:11]3[C:6](=[CH:7][CH:8]=[CH:9][C:10]=3[NH:18]O)[C:5](=[O:20])[C:4]=2[CH:3]=1.CO.COCCO.Cl>[Zn].O>[CH3:1][C:2]1[C:15]([CH3:16])=[CH:14][C:13]2[C:12](=[O:17])[C:11]3[C:6](=[CH:7][CH:8]=[CH:9][C:10]=3[NH2:18])[C:5](=[O:20])[C:4]=2[CH:3]=1. Procedure details: 50 Parts of 2,3-dimethyl-5-hydroxylaminoanthraquinone was stirred into a mixture of 700 parts of ethyleneglycol monomethyl ether, 200 parts of water and 60 parts of a 35 % aqueous hydrochloric acid, and the mixture was then heated to 75°C. To the mixture there was added little by little 16 parts of zinc dust over 1 hour. The reaction mixture was maintained at 75°C for additional 3 hours, then cooled to 25°C and filtered. The residue was washed with water and dried to obtain 43.6 parts of 2,3-dim... The reactants are C1CCOC1, CC(C)(C)[O-], ClCCl, Cl, [K+], COC(=O)CCC(C(N)=O)N1Cc2c(OCc3ccc(CN(C)CCN4CCOCC4)cc3)cccc2C1=O, [Na+], O=C([O-])O. Yields the product CN(CCN1CCOCC1)Cc1ccc(COc2cccc3c2CN(C2CCC(=O)NC2=O)C3=O)cc1. Reaction SMILES: [CH2:55]1[O:56][CH2:57][CH2:58][CH2:59]1.[CH3:40][C:41]([CH3:42])([O-:43])[CH3:44].[Cl:52][CH2:53][Cl:54].[ClH:46].[K+:45].[NH2:1][C:2]([CH:3]([CH2:4][CH2:5][C:6]([O:8][CH3:7])=[O:9])[N:10]1[C:11](=[O:38])[c:12]2[cH:13][cH:14][cH:15][c:16]([O:19][CH2:20][c:21]3[cH:22][cH:23][c:24]([CH2:27][N:28]([CH2:29][CH2:30][N:31]4[CH2:32][CH2:33][O:34][CH2:35][CH2:36]4)[CH3:37])[cH:25][cH:26]3)[c:17]2[CH2:18]1)=[O:39].[Na+:51].[O-:47][C:48]([OH:49])=[O:50]>>[NH:1]1[C:2](=[O:39])[CH:3]([N:10]2[C:11](=[O:38])[c:12]3[cH:13][cH:14][cH:15][c:16]([O:19][CH2:20][c:21]4[cH:22][cH:23][c:24]([CH2:27][N:28]([CH2:29][CH2:30][N:31]5[CH2:32][CH2:33][O:34][CH2:35][CH2:36]5)[CH3:37])[cH:25][cH:26]4)[c:17]3[CH2:18]2)[CH2:4][CH2:5][C:6]1=[O:8]. Reactants: CC[SiH](CC)CC, O=C(O)C(F)(F)F, O=C1N(C(c2ccccc2)c2ccccc2)c2cccc(F)c2C12COc1cc3c(cc12)OCCO3. The product is O=C1Nc2cccc(F)c2C12COc1cc3c(cc12)OCCO3. Reaction SMILES: [CH2:37]([SiH:38]([CH2:39][CH3:40])[CH2:41][CH3:42])[CH3:43].[OH:44][C:45]([C:46]([F:47])([F:48])[F:49])=[O:50].[c:1]1([CH:2]([c:3]2[cH:4][cH:5][cH:6][cH:7][cH:31]2)[N:8]2[C:9](=[O:30])[C:10]3([CH2:11][O:12][c:13]4[cH:14][c:15]5[c:16]([cH:21][c:22]43)[O:17][CH2:18][CH2:19][O:20]5)[c:23]3[c:24]([F:29])[cH:25][cH:26][cH:27][c:28]32)[cH:32][cH:33][cH:34][cH:35][cH:36]1>>[NH:8]1[C:9](=[O:30])[C:10]2([CH2:11][O:12][c:13]3[cH:14][c:15]4[c:16]([cH:21][c:22]32)[O:17][CH2:18][CH2:19][O:20]4)[c:23]2[c:24]([F:29])[cH:25][cH:26][cH:27][c:28]21. The reactants are CC12C(CC1)(C(=O)OC2=O)C (1,2-dimethylcyclobutane-1,2-dicarboxylic acid anhydride), 8.1, ClC=1C=C(N)C=C(C1)Cl (3,5-dichloroaniline). The product is ClC=1C=C(C=C(C1)Cl)N=C(O)C1(C(CC1)(C(=O)O)C)C (1,2-dimethylcyclobutane-1,2-dicarboxylic acid-(3,5-dichlorophenyl)-imide). Isolated yield 34.0%. RXN SMILES: [CH3:1][C:2]12[C:9](=[O:10])[O:8][C:6](=[O:7])[C:3]1([CH3:11])[CH2:4][CH2:5]2.[Cl:12][C:13]1[CH:14]=[C:15]([CH:17]=[C:18]([Cl:20])[CH:19]=1)[NH2:16]>>[Cl:12][C:13]1[CH:14]=[C:15]([N:16]=[C:9]([C:2]2([CH3:1])[CH2:5][CH2:4][C:3]2([CH3:11])[C:6]([OH:8])=[O:7])[OH:10])[CH:17]=[C:18]([Cl:20])[CH:19]=1. Reported procedure: 7.7 g (0.05 mol) of 1,2-dimethylcyclobutane-1,2-dicarboxylic acid anhydride with 8.1 (0.05 mol) of 3,5-dichloroaniline are heated for 8 hours at 180° C. After cooling, the crude product is recrystallised from ethyl acetate to obtain 5.1 g (34% of theory) of 1,2-dimethylcyclobutane-1,2-dicarboxylic acid-(3,5-dichlorophenyl)-imide, the properties of which are identical to those of the compound produced according to Example 1. Reactants: FC1=C(C=CC=C1)NC(NC1=CC=C(C=C1)C=1C=C2CN(C(C2=CC1)=O)[C@H](C(=O)OC)C(C)C)=S ((S)-Methyl 2-(5-(4-(3-(2-fluorophenyl)thioureido)phenyl)-1-oxoisoindolin-2-yl)-3-methylbutanoate), NC1=CC=C(C=C1)C=1C=C2CN(C(C2=CC1)=O)[C@H](C(=O)OC)C(C)C ((S)-Methyl 2-(5-(4-aminophenyl)-1-oxoisoindolin-2-yl)-3-methylbutanoate), FC(C1=C(C=CC=C1)N=C=S)(F)F (2-trifluoromethyl phenyl isothiocyanate), compound, compound. The product is CC([C@@H](C(=O)OC)N1C(C2=CC=C(C=C2C1)C1=CC=C(C=C1)NC(=S)NC1=C(C=CC=C1)C(F)(F)F)=O)C ((S)-Methyl 3-methyl-2-(1-oxo-5-(4-(3-(2-(trifluoromethyl)phenyl)thioureido)phenyl)isoindolin-2-yl)butanoate). As a reaction SMILES: F[C:2]1[CH:7]=[CH:6][CH:5]=[CH:4][C:3]=1[NH:8][C:9](=[S:35])[NH:10][C:11]1[CH:16]=[CH:15][C:14]([C:17]2[CH:18]=[C:19]3[C:23](=[CH:24][CH:25]=2)[C:22](=[O:26])[N:21]([C@@H:27]([CH:32]([CH3:34])[CH3:33])[C:28]([O:30][CH3:31])=[O:29])[CH2:20]3)=[CH:13][CH:12]=1.NC1C=CC(C2C=C3C(=CC=2)C(=O)N([C@@H](C(C)C)C(OC)=O)C3)=CC=1.[F:61][C:62]([F:73])([F:72])C1C=CC=CC=1N=C=S>>[CH3:33][CH:32]([CH3:34])[C@H:27]([N:21]1[CH2:20][C:19]2[C:23](=[CH:24][CH:25]=[C:17]([C:14]3[CH:13]=[CH:12][C:11]([NH:10][C:9]([NH:8][C:3]4[CH:4]=[CH:5][CH:6]=[CH:7][C:2]=4[C:62]([F:73])([F:72])[F:61])=[S:35])=[CH:16][CH:15]=3)[CH:18]=2)[C:22]1=[O:26])[C:28]([O:30][CH3:31])=[O:29]. Procedure: The compound of example 270 was prepared analogous to compound of example 256 by reaction of compound of example 223 with 2-trifluoromethyl phenyl isothiocyanate. The compound of example 270 was used directly without isolation, for the preparation of compound of example 271.